Dataset: the Open Reaction Database (ORD), a public repository of structured organic reaction records. Task: describe an organic reaction: reactants, conditions, products, and yield Reactants: COC(=O)c1ccc(CBr)cc1, CN(C)C=O, [H-], [Na+], O, c1ccc(CCNc2nc(-c3ccccc3)cs2)cc1. The product is COC(=O)c1ccc(CN(CCc2ccccc2)c2nc(-c3ccccc3)cs2)cc1. As a reaction SMILES: [Br:23][CH2:24][c:25]1[cH:26][cH:27][c:28]([C:29](=[O:30])[O:31][CH3:32])[cH:33][cH:34]1.[CH3:36][N:37]([CH3:38])[CH:39]=[O:40].[H-:21].[Na+:22].[OH2:35].[c:1]1(-[c:7]2[n:8][c:9]([NH:12][CH2:13][CH2:14][c:15]3[cH:16][cH:17][cH:18][cH:19][cH:20]3)[s:10][cH:11]2)[cH:2][cH:3][cH:4][cH:5][cH:6]1>>[c:1]1(-[c:7]2[n:8][c:9]([N:12]([CH2:13][CH2:14][c:15]3[cH:16][cH:17][cH:18][cH:19][cH:20]3)[CH2:24][c:25]3[cH:26][cH:27][c:28]([C:29](=[O:30])[O:31][CH3:32])[cH:33][cH:34]3)[s:10][cH:11]2)[cH:2][cH:3][cH:4][cH:5][cH:6]1. Starting materials: FC(CN1C([C@@H](CCC2=C1C=CC=C2)NC(C2=CC=CC=C2)(C2=CC=CC=C2)C2=CC=CC=C2)=O)(F)F ((R)-1-(2,2,2-trifluoro-ethyl)-3-(trityl-amino)-1,3,4,5-tetrahydro-1-benzazepin-2-one), [H-].[Al+3].[Li+].[H-].[H-].[H-] (Lithium aluminum hydride). Conditions: temperature 0 celsius, time 1 hour. Yields the product FC(CN1C[C@@H](CCC2=C1C=CC=C2)NC(C2=CC=CC=C2)(C2=CC=CC=C2)C2=CC=CC=C2)(F)F ([(R)-1-(2,2,2-trifluoro-ethyl)-2,3,4,5-tetrahydro-1H-1-benzazepin-3-yl]-trityl-amine). RXN SMILES: [F:1][C:2]([F:37])([F:36])[CH2:3][N:4]1[C:10]2[CH:11]=[CH:12][CH:13]=[CH:14][C:9]=2[CH2:8][CH2:7][C@@H:6]([NH:15][C:16]([C:29]2[CH:34]=[CH:33][CH:32]=[CH:31][CH:30]=2)([C:23]2[CH:28]=[CH:27][CH:26]=[CH:25][CH:24]=2)[C:17]2[CH:22]=[CH:21][CH:20]=[CH:19][CH:18]=2)[C:5]1=O.[H-].[Al+3].[Li+].[H-].[H-].[H-]>>[F:37][C:2]([F:1])([F:36])[CH2:3][N:4]1[C:10]2[CH:11]=[CH:12][CH:13]=[CH:14][C:9]=2[CH2:8][CH2:7][C@@H:6]([NH:15][C:16]([C:17]2[CH:18]=[CH:19][CH:20]=[CH:21][CH:22]=2)([C:29]2[CH:34]=[CH:33][CH:32]=[CH:31][CH:30]=2)[C:23]2[CH:28]=[CH:27][CH:26]=[CH:25][CH:24]=2)[CH2:5]1 |f:1.2.3.4.5.6|. Procedure details: A round-bottom flask containing the product of Step 1 (1.94 g, 3.88 mmol) was fitted with a condenser, stirbar and septa and flushed with nitrogen. Tetrahydrofuran (40 mL) was added, giving a solution that was cooled to 0° C. Lithium aluminum hydride (0.77 g, 20 mmol) was added, and the reaction was then removed from the cooling bath and allowed to warm to room temperature. After one hour, the reaction was warmed to 60° C., then stirred an additional 17 hours. The reaction mixture was then coole... Starting materials: [Si](C)(C)(C(C)(C)C)OCC(C(=O)O)=CCO ((t-butyldimethylsilyloxy)methyl-4-hydroxybut-2-eneoic acid), 1,4lactone, CC(C)C[AlH]CC(C)C (DIBAL). Run in C(Cl)Cl (methylene chloride). Reaction conditions: temperature -78 celsius, time 4 hour. Product: [Si](C)(C)(C(C)(C)C)OCC(CO)=CCO (2-((t-Butyldimethylsilyloxy)methyl)-but-2-ene-1,4-diol). As a reaction SMILES: [Si:1]([O:8][CH2:9][C:10](=[CH:14][CH2:15][OH:16])[C:11](O)=[O:12])([C:4]([CH3:7])([CH3:6])[CH3:5])([CH3:3])[CH3:2].CC(C[AlH]CC(C)C)C>C(Cl)Cl>[Si:1]([O:8][CH2:9][C:10](=[CH:14][CH2:15][OH:16])[CH2:11][OH:12])([C:4]([CH3:7])([CH3:6])[CH3:5])([CH3:3])[CH3:2]. Procedure: A 2. 210 g (9.69 mmol) sample of 3-((t-butyldimethylsilyloxy)methyl-4-hydroxybut-2-eneoic acid, 1,4lactone, from Example 336A, was dissolved in 6 mL of methylene chloride, cooled in a dry ice bath, and 14.2 mL (21.3 mmol) of DIBAL was added. The mixture was stirred at -78° C. for 4 hours, allowed to warm to room temperature and stirred for 16 hours. The mixture was cooled to -78° C. and quenched with 1.53 mL of methanol and 2.55 mL of water. The mixture was filtered, and the filtrate concentrate... The reactants are O=C1CCC(=O)N1Br, O=C([O-])O, CCc1cccc(OCc2ccccc2)c1, C1CCOC1, CCOC(C)=O, [Na+], [Na+], O=S(=O)(O)O, O=S([O-])O. Product: CCc1cc(OCc2ccccc2)ccc1Br. As a reaction SMILES: [Br:17][N:18]1[C:19](=[O:20])[CH2:21][CH2:22][C:23]1=[O:24].[C:30](=[O:31])([OH:32])[O-:33].[CH2:1]([CH3:2])[c:3]1[cH:4][c:5]([O:9][CH2:10][c:11]2[cH:12][cH:13][cH:14][cH:15][cH:16]2)[cH:6][cH:7][cH:8]1.[CH2:40]1[O:41][CH2:42][CH2:43][CH2:44]1.[CH3:45][CH2:46][O:47][C:48](=[O:49])[CH3:50].[Na+:34].[Na+:39].[S:25](=[O:26])(=[O:27])([OH:28])[OH:29].[S:35](=[O:36])([OH:37])[O-:38]>>[CH2:1]([CH3:2])[c:3]1[cH:4][c:5]([O:9][CH2:10][c:11]2[cH:12][cH:13][cH:14][cH:15][cH:16]2)[cH:6][cH:7][c:8]1[Br:17].